Dataset: the Open Reaction Database (ORD), a public repository of structured organic reaction records. Task: describe an organic reaction: reactants, conditions, products, and yield The reactants are CCOC(C)=O, [Cl-], [N-]=[N+]=Nc1ccn(Cc2cccc(F)c2)c(=O)c1Br, [NH4+], O. Product: Cl, Nc1ccn(Cc2cccc(F)c2)c(=O)c1Br. Reaction SMILES: [CH3:22][CH2:23][O:24][C:25](=[O:26])[CH3:27].[Cl-:20].[N:1](=[N+:2]=[N-:3])[c:4]1[c:5]([Br:19])[c:6](=[O:18])[n:7]([CH2:10][c:11]2[cH:12][c:13]([F:17])[cH:14][cH:15][cH:16]2)[cH:8][cH:9]1.[NH4+:21].[OH2:28]>>[ClH:20].[NH2:1][c:4]1[c:5]([Br:19])[c:6](=[O:18])[n:7]([CH2:10][c:11]2[cH:12][c:13]([F:17])[cH:14][cH:15][cH:16]2)[cH:8][cH:9]1. The reactants are COc1cc2c(c(Cl)c1Cl)C(=O)C(C1CCCC1)CC2, Cl, O, c1ccncc1. The product is O=C1c2c(cc(O)c(Cl)c2Cl)CCC1C1CCCC1. Reaction SMILES: [CH:1]1([CH:6]2[C:7](=[O:20])[c:8]3[c:9]([Cl:19])[c:10]([Cl:18])[c:11]([O:16][CH3:17])[cH:12][c:13]3[CH2:14][CH2:15]2)[CH2:2][CH2:3][CH2:4][CH2:5]1.[ClH:21].[OH2:28].[n:22]1[cH:23][cH:24][cH:25][cH:26][cH:27]1>>[CH:1]1([CH:6]2[C:7](=[O:20])[c:8]3[c:9]([Cl:19])[c:10]([Cl:18])[c:11]([OH:16])[cH:12][c:13]3[CH2:14][CH2:15]2)[CH2:2][CH2:3][CH2:4][CH2:5]1.